Dataset: the Open Reaction Database (ORD), a public repository of structured organic reaction records. Task: describe an organic reaction: reactants, conditions, products, and yield Reactants: ClC1=NC(=NC2=CC=CC=C12)C(=O)OCC (ethyl 4-chloroquinazoline-2-carboxylate), FC(C(=O)[O-])(F)F.ClC1=C(NC(=C1Cl)C)C(=O)NC1CC[NH2+]CC1 (4-{[(3,4-dichloro-5-methyl-1H-pyrrol-2-yl)carbonyl]amino}piperidinium trifluoroacetate), FC(C(=O)[O-])(F)F.ClC1=C(NC(=C1Cl)C)C(=O)NC1CC[NH2+]CC1 (4-{[(3,4-dichloro-5-methyl-1H-pyrrol-2-yl)carbonyl]amino}piperidinium trifluoroacetate), C(=O)([O-])[O-].[K+].[K+] (K2CO3). The solvent is C(C)(C)(C)O (tert-butanol). The product is ClC1=C(NC(=C1Cl)C)C(=O)NC1CCN(CC1)C1=NC(=NC2=CC=CC=C12)C(=O)OCC (Ethyl 4-(4-{[(3,4-dichloro-5-methyl-1H-pyrrol-2-yl)carbonyl]amino}piperidin-1-yl)quinazoline-2-carboxylate). RXN SMILES: Cl[C:2]1[C:11]2[C:6](=[CH:7][CH:8]=[CH:9][CH:10]=2)[N:5]=[C:4]([C:12]([O:14][CH2:15][CH3:16])=[O:13])[N:3]=1.FC(F)(F)C([O-])=O.[Cl:24][C:25]1[C:29]([Cl:30])=[C:28]([CH3:31])[NH:27][C:26]=1[C:32]([NH:34][CH:35]1[CH2:40][CH2:39][NH2+:38][CH2:37][CH2:36]1)=[O:33].C([O-])([O-])=O.[K+].[K+]>C(O)(C)(C)C>[Cl:24][C:25]1[C:29]([Cl:30])=[C:28]([CH3:31])[NH:27][C:26]=1[C:32]([NH:34][CH:35]1[CH2:40][CH2:39][N:38]([C:2]2[C:11]3[C:6](=[CH:7][CH:8]=[CH:9][CH:10]=3)[N:5]=[C:4]([C:12]([O:14][CH2:15][CH3:16])=[O:13])[N:3]=2)[CH2:37][CH2:36]1)=[O:33] |f:1.2,3.4.5|. Isolated yield 47.7%. Procedure details: As described for the synthesis of Example 264, ethyl 4-chloroquinazoline-2-carboxylate (690 mg), 4-{[(3,4-dichloro-5-methyl-1H-pyrrol-2-yl)carbonyl]amino}piperidinium trifluoroacetate (Intermediate 86; 1.7 g), and K2CO3 (1.7 g) in 20 ml tert-butanol were combined to yield 662 mg grey solid. Starting materials: Cl.COC1=C(C=CC2=CC=CC=C12)CC(C)N (2-(1-methoxy-naphthalen-2-yl)-1-methylethylamine hydrochloride), Br (HBr). Product: Cl.OC1=C(C=CC2=CC=CC=C12)CC(C)N (2-(1-hydroxy-naphthalen-2-yl)-1-methylethylamine hydrochloride). RXN SMILES: [ClH:1].C[O:3][C:4]1[C:13]2[C:8](=[CH:9][CH:10]=[CH:11][CH:12]=2)[CH:7]=[CH:6][C:5]=1[CH2:14][CH:15]([NH2:17])[CH3:16].Br>>[ClH:1].[OH:3][C:4]1[C:13]2[C:8](=[CH:9][CH:10]=[CH:11][CH:12]=2)[CH:7]=[CH:6][C:5]=1[CH2:14][CH:15]([NH2:17])[CH3:16] |f:0.1,3.4|. Reported procedure: A solution of 2-(1-methoxy-naphthalen-2-yl)-1-methylethylamine hydrochloride (0.1 g, 0.40 mmol) and HBr 48% was refluxed for 3 h. The reaction mixture was concentrated under vacuum, the residue was washed with hexane and ether and then collected by filtration: 1H NMR (DMSO-d) δ 1.14 (d, 3H, CH3), 2.86–3.11 (m, 2H, CH2), 3.47 (m, 1H, CH), 7.25 (d, 1H, Ar—H), 7.47 (m, 2H, Ar—H), 7.83 (m, 4H, 1Ar—H+NH3+); 8.24 (m, 1H, Ar—H), 9.36 (s, OH); MS 202 (M+1). Analysis. Calcd. for C13H15NO.HBr.0.5 H2O: C, ... The product is C=C(C)COC1CC(C=CCC(C)C)N(C(=O)OCc2ccccc2)C1. RXN SMILES: [Br-:31].[CH3:32][CH2:33][CH2:34][CH2:35][N+:36]([CH2:37][CH2:38][CH2:39][CH3:40])([CH2:41][CH2:42][CH2:43][CH3:44])[CH2:45][CH2:46][CH2:47][CH3:48].[CH3:49][c:50]1[cH:51][cH:52][cH:53][cH:54][cH:55]1.[Cl:25][CH2:26][C:27](=[CH2:28])[CH3:29].[Na+:2].[OH-:1].[OH2:30].[OH:3][CH:4]1[CH2:5][CH:6]([CH:19]=[CH:20][CH2:21][CH:22]([CH3:23])[CH3:24])[N:7]([C:9](=[O:10])[O:11][CH2:12][c:13]2[cH:14][cH:15][cH:16][cH:17][cH:18]2)[CH2:8]1>>[O:3]([CH:4]1[CH2:5][CH:6]([CH:19]=[CH:20][CH2:21][CH:22]([CH3:23])[CH3:24])[N:7]([C:9](=[O:10])[O:11][CH2:12][c:13]2[cH:14][cH:15][cH:16][cH:17][cH:18]2)[CH2:8]1)[CH2:28][C:27](=[CH2:26])[CH3:29]. The reactants are [Br-], CCCC[N+](CCCC)(CCCC)CCCC, Cc1ccccc1, C=C(C)CCl, [Na+], [OH-], O, CC(C)CC=CC1CC(O)CN1C(=O)OCc1ccccc1. The reactants are CN(C)CC1=CC=2CN(CCC2O1)C(C1=CC=C(C=C1)C(=O)C=1OC=CC1)=O (N,N-Dimethyl-[5-[4-(2-furoyl)benzoyl]-4,5,6,7-tetrahydrofuro[3,2-c]pyridin-2-ylmethyl]amine), Cl (hydrogen chloride). Run in CO (methanol), C(C)(=O)OCC (ethyl acetate). Yields the product Cl.CN(C)CC1=CC=2CN(CCC2O1)C(C1=CC=C(C=C1)C(=O)C=1OC=CC1)=O (N,N-dimethyl-[5-[4-(2-furoyl)benzoyl]-4,5,6,7-tetrahydrofuro[3,2-c]pyridin-2-ylmethyl]amine hydrochloride). Reaction SMILES: [CH3:1][N:2]([CH2:4][C:5]1[O:13][C:12]2[CH2:11][CH2:10][N:9]([C:14](=[O:28])[C:15]3[CH:20]=[CH:19][C:18]([C:21]([C:23]4[O:24][CH:25]=[CH:26][CH:27]=4)=[O:22])=[CH:17][CH:16]=3)[CH2:8][C:7]=2[CH:6]=1)[CH3:3].[ClH:29]>CO.C(OCC)(=O)C>[ClH:29].[CH3:3][N:2]([CH2:4][C:5]1[O:13][C:12]2[CH2:11][CH2:10][N:9]([C:14](=[O:28])[C:15]3[CH:20]=[CH:19][C:18]([C:21]([C:23]4[O:24][CH:25]=[CH:26][CH:27]=4)=[O:22])=[CH:17][CH:16]=3)[CH2:8][C:7]=2[CH:6]=1)[CH3:1] |f:4.5|. Procedure details: N,N-Dimethyl-[5-[4-(2-furoyl)benzoyl]-4,5,6,7-tetrahydrofuro[3,2-c]pyridin-2-ylmethyl]amine 0.148 g was dissolved in 2 ml of methanol; hydrogen chloride in ethyl acetate was added in excess, followed by stirring. This mixture was then concentrated and washed with diethyl ether to yield the desired product. The reactants are BrC1=CC=C(C=C1)/C=C/S(=O)(=O)NC1=C(C=CC=C1)S(=O)(=O)N ([(E)-2-(4-Bromophenyl)ethenylsulfonylamino]benzenesulfonamide), O (water), C(C)(C)(C)C#CB(OC(C)C)OC(C)C ((2-tert-butyl-1-ethynyl)diisopropoxyborane), C([O-])([O-])=O.[Na+].[Na+] (sodium carbonate). The reagents and catalysts are Cl[Pd]Cl.C1(=CC=CC=C1)P([C-]1C=CC=C1)C1=CC=CC=C1.[C-]1(C=CC=C1)P(C1=CC=CC=C1)C1=CC=CC=C1.[Fe+2] ((1,1′-bis(diphenylphosphino)ferrocene)-dichloropalladium(II)). Run in CN(C=O)C (N,N-dimethylformamide). The product is CC(C#CC1=CC=C(C=C1)/C=C/S(=O)(=O)NC1=C(C=CC=C1)S(=O)(=O)N)(C)C ((E)-2-(2-(4-(3,3-Dimethylbut-1-ynyl)phenyl)vinylsulfonamido)benzenesulfonamide). Yield: 12.6%. RXN SMILES: Br[C:2]1[CH:7]=[CH:6][C:5](/[CH:8]=[CH:9]/[S:10]([NH:13][C:14]2[CH:19]=[CH:18][CH:17]=[CH:16][C:15]=2[S:20]([NH2:23])(=[O:22])=[O:21])(=[O:12])=[O:11])=[CH:4][CH:3]=1.[C:24]([C:28]#[C:29]B(OC(C)C)OC(C)C)([CH3:27])([CH3:26])[CH3:25].C(=O)([O-])[O-].[Na+].[Na+].O>CN(C)C=O.Cl[Pd]Cl.C1(P(C2C=CC=CC=2)[C-]2C=CC=C2)C=CC=CC=1.[C-]1(P(C2C=CC=CC=2)C2C=CC=CC=2)C=CC=C1.[Fe+2]>[CH3:25][C:24]([CH3:27])([CH3:26])[C:28]#[C:29][C:2]1[CH:7]=[CH:6][C:5](/[CH:8]=[CH:9]/[S:10]([NH:13][C:14]2[CH:19]=[CH:18][CH:17]=[CH:16][C:15]=2[S:20]([NH2:23])(=[O:22])=[O:21])(=[O:12])=[O:11])=[CH:4][CH:3]=1 |f:2.3.4,7.8.9.10|. Procedure: 2-[[(E)-2-(4-Bromophenyl)ethenylsulfonylamino]benzenesulfonamide (79 mg, 0.19 mmol), (2-tert-butyl-1-ethynyl)diisopropoxyborane (80 mg, 0.38 mmol), (1,1′-bis(diphenylphosphino)ferrocene)-dichloropalladium(II) (7.79 mg, 9.47 μmol) and sodium carbonate (40.1 mg, 0.38 mmol) were suspended in N,N-dimethylformamide (2.5 mL) and water (0.2 mL) and the reaction mixture was stirred vigorously under an atmosphere of argon at 90° C. for 3 hours. The mixture was filtered through a pad of Celite, the solven... Starting materials: NC=1C=NC2=CC(=CC=C2C1S)Cl (3-amino-7-chloro-4-quinoline-thiol), S(=O)(=O)(OCC)OCC (diethyl sulfate). Run in [OH-].[Na+] (sodium hydroxide). Reaction conditions: time 2 hour. Yields the product NC=1C=NC2=CC(=CC=C2C1SCC)Cl (3-amino-4-ethylthio-7-chloro-quinoline). The yield is 84.6%. Reaction SMILES: [NH2:1][C:2]1[CH:3]=[N:4][C:5]2[C:10]([C:11]=1[SH:12])=[CH:9][CH:8]=[C:7]([Cl:13])[CH:6]=2.S(OCC)(O[CH2:18][CH3:19])(=O)=O>[OH-].[Na+]>[NH2:1][C:2]1[CH:3]=[N:4][C:5]2[C:10]([C:11]=1[S:12][CH2:18][CH3:19])=[CH:9][CH:8]=[C:7]([Cl:13])[CH:6]=2 |f:2.3|. Procedure: 21.06 g (0.1 mole) of 3-amino-7-chloro-4-quinoline-thiol are dissolved in 100 ml of a 2 molar sodium hydroxide solution, whereupon 19.27 g (0.125 mole) of diethyl sulfate are added. The reaction mixture is heated to boiling for 2 hours, cooled to room temperature and extracted with dichloro ethane. The dichloro ethane solution is dried, clarified and evaporated. Thus 20.2 g of 3-amino-4-ethylthio-7-chloro-quinoline are obtained, yield 85%, m.p.: 105°-106° C. (after crystallization from methanol)... Reaction SMILES: C(O)(C(F)(F)F)=O.[Cl:8][C:9]1[CH:14]=[CH:13][CH:12]=[CH:11][C:10]=1[C:15]1[O:19][C:18]([C:20]2[CH:25]=[CH:24][C:23]([NH:26][C:27](=[O:29])[CH3:28])=[CH:22][CH:21]=2)=[N:17][C:16]=1[C:30]1[N:34](COCC[Si](C)(C)C)[CH:33]=[N:32][N:31]=1>C(Cl)Cl>[Cl:8][C:9]1[CH:14]=[CH:13][CH:12]=[CH:11][C:10]=1[C:15]1[O:19][C:18]([C:20]2[CH:21]=[CH:22][C:23]([NH:26][C:27](=[O:29])[CH3:28])=[CH:24][CH:25]=2)=[N:17][C:16]=1[C:30]1[N:34]=[CH:33][NH:32][N:31]=1. Reported procedure: TFA (0.6 mL) was added to a solution of N-{4-[5-(2-chlorophenyl)-4-(4-{[2-(trimethylsilyl)ethoxy]methyl}-4H-1,2,4-triazol-3-yl)-1,3-oxazol-2-yl]phenyl}acetamide (0.10 g, 0.20 mmol) in DCM (3 mL). The reaction mixture was allowed to stir at rt overnight and then concentrated. The residue was purified by column chromatography to give N-{4-[5-(2-chlorophenyl)-4-(1H-1,2,4-triazol-3-yl)-1,3-oxazol-2-yl]phenyl}acetamide (Compound I-8) (0.026 g, 32%). LCMS (FA): m/z=380 (M+H). Reactants: C(=O)(C(F)(F)F)O (TFA), ClC1=C(C=CC=C1)C1=C(N=C(O1)C1=CC=C(C=C1)NC(C)=O)C1=NN=CN1COCC[Si](C)(C)C (N-{4-[5-(2-chlorophenyl)-4-(4-{[2-(trimethylsilyl)ethoxy]methyl}-4H-1,2,4-triazol-3-yl)-1,3-oxazol-2-yl]phenyl}acetamide). Reaction conditions: time 8 hour. The product is ClC1=C(C=CC=C1)C1=C(N=C(O1)C1=CC=C(C=C1)NC(C)=O)C1=NNC=N1 (N-{4-[5-(2-chlorophenyl)-4-(1H-1,2,4-triazol-3-yl)-1,3-oxazol-2-yl]phenyl}acetamide). The solvent is C(Cl)Cl (DCM). Yield: 34.2%. The reactants are [BH4-], C1CCOC1, CO, O=[N+]([O-])c1ccc(Oc2ccnc3cc(-c4ccc(CN5CCCC5)cc4)sc23)c(F)c1, [Na+]. Product: Nc1ccc(Oc2ccnc3cc(-c4ccc(CN5CCCC5)cc4)sc23)c(F)c1. Reaction SMILES: [BH4-:33].[CH2:37]1[O:38][CH2:39][CH2:40][CH2:41]1.[CH3:35][OH:36].[F:1][c:2]1[c:3]([O:4][c:5]2[c:6]3[c:7]([n:8][cH:9][cH:10]2)[cH:11][c:12](-[c:14]2[cH:15][cH:16][c:17]([CH2:20][N:21]4[CH2:22][CH2:23][CH2:24][CH2:25]4)[cH:18][cH:19]2)[s:13]3)[cH:26][cH:27][c:28]([N+:30]([O-:31])=[O:32])[cH:29]1.[Na+:34]>>[F:1][c:2]1[c:3]([O:4][c:5]2[c:6]3[c:7]([n:8][cH:9][cH:10]2)[cH:11][c:12](-[c:14]2[cH:15][cH:16][c:17]([CH2:20][N:21]4[CH2:22][CH2:23][CH2:24][CH2:25]4)[cH:18][cH:19]2)[s:13]3)[cH:26][cH:27][c:28]([NH2:30])[cH:29]1. Starting materials: CS(C)=O, COC(=O)c1c(-c2ccc(Cl)cc2)ccnc1Sc1nc(OC)cc(OC)n1, [Na+], [OH-], O. The product is COc1cc(OC)nc(Sc2nccc(-c3ccc(Cl)cc3)c2C(=O)O)n1. RXN SMILES: [CH3:32][S:33]([CH3:34])=[O:35].[Cl:1][c:2]1[cH:3][cH:4][c:5](-[c:8]2[cH:9][cH:10][n:11][c:12]([S:18][c:19]3[n:20][c:21]([O:27][CH3:28])[cH:22][c:23]([O:25][CH3:26])[n:24]3)[c:13]2[C:14](=[O:15])[O:16][CH3:17])[cH:6][cH:7]1.[Na+:30].[OH-:29].[OH2:31]>>[Cl:1][c:2]1[cH:3][cH:4][c:5](-[c:8]2[cH:9][cH:10][n:11][c:12]([S:18][c:19]3[n:20][c:21]([O:27][CH3:28])[cH:22][c:23]([O:25][CH3:26])[n:24]3)[c:13]2[C:14](=[O:15])[OH:16])[cH:6][cH:7]1. Run in O (water). Starting materials: CC1=C(C=CC=C1)C1=CC(=CC=C1)C1=NC=CC=C1 (2-(2′-methylbiphenyl-3-yl)pyridine), IrCl3, C(C)OCCO (2-ethoxyethanol). Reported procedure: To a mixture of 2-ethoxyethanol (95 mL) and water (25 mL) were added 11.0 g (42.4 mmol) of 2-(2′-methylbiphenyl-3-yl)pyridine and 7.9 g (21.2 mmol) of IrCl3. The reaction mixture was heated under a nitrogen atmosphere at reflux for 50 h and cooled. The yellow precipitate that formed was collected by vacuum filtration and washed with methanol and ethyl acetate to give 11.0 g (70%) of chloro-bridged dimer Reaction SMILES: C(O[CH2:4][CH2:5]O)C.[CH3:7][C:8]1[CH:13]=[CH:12][CH:11]=[CH:10][C:9]=1[C:14]1[CH:19]=[CH:18][CH:17]=[C:16]([C:20]2[CH:25]=[CH:24]C=[CH:22][N:21]=2)[CH:15]=1>O>[CH3:7][C:8]1[CH:13]=[CH:12][CH:11]=[CH:10][C:9]=1[C:14]1[CH:19]=[CH:18][CH:17]=[C:16]([C:20]2[CH:25]=[CH:24][C:4]([CH3:5])=[CH:22][N:21]=2)[CH:15]=1. The product is CC1=C(C=CC=C1)C1=CC(=CC=C1)C1=NC=C(C=C1)C (2-(2′-methylbiphenyl-3-yl)5-methylpyridine).